From a dataset of the Open Reaction Database (ORD), a public repository of structured organic reaction records. describe an organic reaction: reactants, conditions, products, and yield Reactants: CS(=O)C (DMSO), OC1CCC2(CCN(C2=O)C=2C=NC(=CC2)O[C@H](C(F)(F)F)C)CC1 (8-hydroxy-2-[6-((S)-2,2,2-trifluoro-1-methyl-ethoxy)-pyridin-3-yl]-2-aza-spiro[4.5]decan-1-one), C(C(=O)Cl)(=O)Cl (oxalylchloride), ice water, Cl (HCl). Run in ClCCl (dichloromethane), C(C)N(CC)CC (triethylamine). Reaction conditions: temperature -78 celsius, time 5 minute. The product is FC([C@@H](OC1=CC=C(C=N1)N1C(C2(CC1)CCC(CC2)=O)=O)C)(F)F (2-[6-((S)-2,2,2-Trifluoro-1-methyl-ethoxy)-pyridin-3-yl]-2-aza-spiro[4.5]decane-1,8-dione), solid. Reaction SMILES: CS(C)=O.[OH:5][CH:6]1[CH2:29][CH2:28][C:9]2([C:13](=[O:14])[N:12]([C:15]3[CH:16]=[N:17][C:18]([O:21][C@@H:22]([CH3:27])[C:23]([F:26])([F:25])[F:24])=[CH:19][CH:20]=3)[CH2:11][CH2:10]2)[CH2:8][CH2:7]1.C(Cl)(=O)C(Cl)=O.Cl>ClCCl.C(N(CC)CC)C>[F:26][C:23]([F:24])([F:25])[C@H:22]([CH3:27])[O:21][C:18]1[N:17]=[CH:16][C:15]([N:12]2[CH2:11][CH2:10][C:9]3([CH2:8][CH2:7][C:6](=[O:5])[CH2:29][CH2:28]3)[C:13]2=[O:14])=[CH:20][CH:19]=1. Procedure: DMSO (16.3 ml) was added dropwise over a period of 5 minutes to a solution of 8-hydroxy-2-[6-((S)-2,2,2-trifluoro-1-methyl-ethoxy)-pyridin-3-yl]-2-aza-spiro[4.5]decan-1-one (39.3 g) in dichloromethane (400 ml) that was cooled down to −78° C. in a CO2/acetone-bath. After 5 minutes, oxalylchloride (15.6 ml) was added dropwise over a period of 15 minutes and stirring was continued for 30 minutes at −78° C. Then, triethylamine (42.7 ml) was added dropwise over a period of 15 minutes to the reaction ... Reactants: CC(C)c1nc(CN=[N+]=[N-])n(C)c1Sc1cc(Cl)cc(Cl)c1, C1CCOC1, O. Yields the product CC(C)c1nc(CN)n(C)c1Sc1cc(Cl)cc(Cl)c1. Reaction SMILES: [N:6](=[N+:7]=[N-:8])[CH2:9][c:10]1[n:11]([CH3:27])[c:12]([S:18][c:19]2[cH:20][c:21]([Cl:26])[cH:22][c:23]([Cl:25])[cH:24]2)[c:13]([CH:15]([CH3:16])[CH3:17])[n:14]1.[O:1]1[CH2:2][CH2:3][CH2:4][CH2:5]1.[OH2:28]>>[NH2:6][CH2:9][c:10]1[n:11]([CH3:27])[c:12]([S:18][c:19]2[cH:20][c:21]([Cl:26])[cH:22][c:23]([Cl:25])[cH:24]2)[c:13]([CH:15]([CH3:16])[CH3:17])[n:14]1. Starting materials: Cc1ccc2nccnc2n1, C1COCCO1, O=[Se]=O. Reaction SMILES: [CH3:1][c:2]1[cH:3][cH:4][c:5]2[c:6]([n:7][cH:8][cH:9][n:10]2)[n:11]1.[O:15]1[CH2:16][CH2:17][O:18][CH2:19][CH2:20]1.[Se:12](=[O:13])=[O:14]>>[CH:1]([c:2]1[cH:3][cH:4][c:5]2[c:6]([n:7][cH:8][cH:9][n:10]2)[n:11]1)=[O:13]. Yields the product O=Cc1ccc2nccnc2n1. The reactants are ice water, C12(CC(C1)C2)NC2=NC=C(C(=N2)N[C@H]2C[C@H]([C@@H](CC2)C)O)C#N (2-(Bicyclo[1.1.1]pentan-1-ylamino)-4-((1R,3R,4R)-3-hydroxy-4-methylcyclohexylamino)pyrimidine-5-carbonitrile), OO (hydrogen peroxide), [OH-].[Na+] (sodium hydroxide). Solvent: CS(=O)C (DMSO). Run at temperature 50 celsius, time 1 hour. Product: C12(CC(C1)C2)NC2=NC=C(C(=N2)N[C@H]2C[C@H]([C@@H](CC2)C)O)C(=O)N (2-(bicyclo[1.1.1]pentan-1-ylamino)-4-((1R,3R,4R)-3-hydroxy-4-methylcyclohexylamino)-pyrimidine-5-carboxamide). The yield is 66.9%. As a reaction SMILES: [C:1]12([NH:6][C:7]3[N:12]=[C:11]([NH:13][C@@H:14]4[CH2:19][CH2:18][C@@H:17]([CH3:20])[C@H:16]([OH:21])[CH2:15]4)[C:10]([C:22]#[N:23])=[CH:9][N:8]=3)[CH2:5][CH:3]([CH2:4]1)[CH2:2]2.[OH-:24].[Na+].OO>CS(C)=O>[C:1]12([NH:6][C:7]3[N:12]=[C:11]([NH:13][C@@H:14]4[CH2:19][CH2:18][C@@H:17]([CH3:20])[C@H:16]([OH:21])[CH2:15]4)[C:10]([C:22]([NH2:23])=[O:24])=[CH:9][N:8]=3)[CH2:2][CH:3]([CH2:4]1)[CH2:5]2 |f:1.2|. Procedure details: 2-(Bicyclo[1.1.1]pentan-1-ylamino)-4-((1R,3R,4R)-3-hydroxy-4-methylcyclohexylamino)pyrimidine-5-carbonitrile (0.38 g, 1.213 mmol) was dissolved in DMSO (26.9 mL) and to this solution was added a 50% aqueous sodium hydroxide solution (0.097 ml, 1.213 mmol) and a 30% aqueous hydrogen peroxide solution 0.137 mL, 1.213 mmol) at room temperature. Then the reaction mixture was stirred at 50° C. for 1 h. The reaction was cooled to room temperature and it was poured into 50 mL of ice water. The white pr... The reactants are C(C)OC(=O)C1=C(C=C2C(=N1)C=CN2CC(F)F)Cl (6-chloro-1-(2,2-difluoro-ethyl)-1H-pyrrolo[3,2-b]pyridine-5-carboxylic acid ethyl ester), [OH-].[Na+] (sodium hydroxide). Solvent: C1CCOC1 (THF). Run at temperature 65 celsius, time 4.5 hour. The product is ClC=1C=C2C(=NC1C(=O)O)C=CN2CC(F)F (6-Chloro-1-(2,2-difluoro-ethyl)-1H-pyrrolo[3,2-b]pyridine-5-carboxylic acid). Reaction SMILES: C([O:3][C:4]([C:6]1[N:11]=[C:10]2[CH:12]=[CH:13][N:14]([CH2:15][CH:16]([F:18])[F:17])[C:9]2=[CH:8][C:7]=1[Cl:19])=[O:5])C.[OH-].[Na+]>C1COCC1>[Cl:19][C:7]1[CH:8]=[C:9]2[N:14]([CH2:15][CH:16]([F:17])[F:18])[CH:13]=[CH:12][C:10]2=[N:11][C:6]=1[C:4]([OH:5])=[O:3] |f:1.2|. Procedure details: To a solution of 6-chloro-1-(2,2-difluoro-ethyl)-1H-pyrrolo[3,2-b]pyridine-5-carboxylic acid ethyl ester (150 mg, 0.520 mmol) in THF (10 ml) was added 1N aq. sodium hydroxide (0.624 ml, 0.624 mmol) and mixture was stirred at 65° C. for 4.5 h. The solvents were evaporated, the residue was dissolved in water, acidified with 2N aq. HCl and the mixture extracted with EtOAc. The combined organic layers were dried with Na2SO4 and evaporated to provide the title compound as light orange solid. Starting materials: ice water, [Na] (Sodium), C(C)O (ethyl alcohol), C(=O)=O (carbon dioxide), CSC=1N=NC=CN1 (3- Methylthio-1,2,4-triazine), C(=O)=O (carbon dioxide). The solvent is C1=CC=CC=C1 (benzene), O (Water). Conditions: time 34 minute. Yields the product C(C)OC=1N=NC=CN1 (3-ethoxy-1,2,4-triazine). RXN SMILES: [Na].[CH2:2]([OH:4])[CH3:3].CS[C:7]1[N:8]=[N:9][CH:10]=[CH:11][N:12]=1.C(=O)=O>C1C=CC=CC=1.O>[CH2:2]([O:4][C:7]1[N:8]=[N:9][CH:10]=[CH:11][N:12]=1)[CH3:3] |^1:0|. Procedure: Sodium (30.8g - 1.34g.atm) is reacted with 6 pints of absolute ethyl alcohol below 43° C. 3- Methylthio-1,2,4-triazine (159 g. - 1.25 m) is added, and the black mixture stirred under nitrogen at 40° to 44° C. for 34 minutes. The heating bath is replaced by ice water and carbon dioxide gas bubbled in, giving a red-orange mixture at pH 9 within 23/4 hours. Water (1.25 m) is added and carbon dioxide addition continued for 35 minutes without visible or pH change. Air is introduced for another half h...